From a dataset of the Open Reaction Database (ORD), a public repository of structured organic reaction records. describe an organic reaction: reactants, conditions, products, and yield Product: C(C)C1C(N(C(S1)C=1C=NC=CC1)CCN(C)C)=O (5-ethyl-3-(2-dimethylaminoethyl)-2-(3-pyridyl)thiazolidin-4-one). Run in CCCCCC (hexane), O1CCCC1 (tetrahydrofuran), O1CCCC1 (tetrahydrofuran). Yield: 82.7%. Reported procedure: n-Butyllithium solution (5 ml, 8 mmol) in hexane was added dropwise to a solution of diisopropylamine (1.42 ml, 7.96 mmol) in dry tetrahydrofuran at -30° to -40° C. The mixture was kept between those temperatures for 1 hour and then cooled to -78° C. Thereto was added dropwise a solution of 3-(2-dimethylaminoethyl)-2-(3-pyridyl)thiazolidin-4-one (2 g, 7.96 mmol) in dry tetrahydrofuran (10 ml). This reaction mixture was kept at that temperature for 1 hour. Then, ethyl iodide (1.24 g, 7.96 mmol) w... Reaction SMILES: [CH2:1]([Li])[CH2:2]CC.C(NC(C)C)(C)C.[CH3:13][N:14]([CH3:29])[CH2:15][CH2:16][N:17]1[C:21](=[O:22])[CH2:20][S:19][CH:18]1[C:23]1[CH:24]=[N:25][CH:26]=[CH:27][CH:28]=1.C(I)C.[Na+].[Cl-]>CCCCCC.O1CCCC1>[CH2:1]([CH:20]1[S:19][CH:18]([C:23]2[CH:24]=[N:25][CH:26]=[CH:27][CH:28]=2)[N:17]([CH2:16][CH2:15][N:14]([CH3:29])[CH3:13])[C:21]1=[O:22])[CH3:2] |f:4.5|. Reactants: C(CCC)[Li] (n-Butyllithium), C(C)(C)NC(C)C (diisopropylamine), C(C)I (ethyl iodide), CN(CCN1C(SCC1=O)C=1C=NC=CC1)C (3-(2-dimethylaminoethyl)-2-(3-pyridyl)thiazolidin-4-one), [Na+].[Cl-] (NaCl). Run at temperature -78 celsius, time 1 hour. Reaction SMILES: [CH3:39][C:40](=[O:41])[OH:42].[CH:1]1([CH2:6][CH:7]([CH2:8][N:9]([CH:10]=[O:11])[O:12][CH:13]2[CH2:14][CH2:15][CH2:16][CH2:17][O:18]2)[C:19](=[O:20])[NH:21][NH:22][c:23]2[n:24][c:25]([S:37][CH3:38])[n:26][c:27]([NH:30][CH2:31][c:32]3[s:33][cH:34][cH:35][n:36]3)[c:28]2[F:29])[CH2:2][CH2:3][CH2:4][CH2:5]1.[OH2:43]>>[CH:1]1([CH2:6][CH:7]([CH2:8][N:9]([CH:10]=[O:11])[OH:12])[C:19](=[O:20])[NH:21][NH:22][c:23]2[n:24][c:25]([S:37][CH3:38])[n:26][c:27]([NH:30][CH2:31][c:32]3[s:33][cH:34][cH:35][n:36]3)[c:28]2[F:29])[CH2:2][CH2:3][CH2:4][CH2:5]1. Yields the product CSc1nc(NCc2nccs2)c(F)c(NNC(=O)C(CC2CCCC2)CN(O)C=O)n1. Reactants: CC(=O)O, CSc1nc(NCc2nccs2)c(F)c(NNC(=O)C(CC2CCCC2)CN(C=O)OC2CCCCO2)n1, O. Reactants: C(C)(C)(C)OC(NCCCO)=O ((3-hydroxy-propyl)-carbamic acid tert-butyl ester), C(C)(C)N(C(C)C)CC (N,N-diisopropylethylamine), CS(=O)C (dimethyl sulfoxide). The solvent is ClCCl (dichloromethane). Reaction conditions: temperature 0 celsius, time 2.5 hour. The product is C(C)(C)(C)OC(NCCC=O)=O ((3-Oxo-propyl)-carbamic acid tert-butyl ester). Yield: 95.1%. RXN SMILES: [C:1]([O:5][C:6](=[O:12])[NH:7][CH2:8][CH2:9][CH2:10][OH:11])([CH3:4])([CH3:3])[CH3:2].C(N(CC)C(C)C)(C)C.CS(C)=O>ClCCl>[C:1]([O:5][C:6](=[O:12])[NH:7][CH2:8][CH2:9][CH:10]=[O:11])([CH3:4])([CH3:2])[CH3:3]. Reported procedure: A mixture of (3-hydroxy-propyl)-carbamic acid tert-butyl ester (3.0 g, 0.017 mol), N,N-diisopropylethylamine (7.31 mL, 0.042 mol), and dimethyl sulfoxide (1.84 mL, 0.026 mol) in dichloromethane (100 mL) was cooled to 0° C. and flushed with nitrogen. Sulfur trioxide-pyridine complex (6.68 g, 0.042 mol) was added under a stream of nitrogen and the reaction mixture was stirred for 2.5 h. The reaction mixture was quenched using 0.1 N HCl. The aqueous layer was discarded. The organic extract was wash... Starting materials: IC (Iodomethane), C(C=C)OC(=O)N1C[C@H](C[C@H]1C(C1=CN2C(S1)=CN=C2)O)SC=2[C@@H]([C@H]1N(C2C(=O)OCC=C)C([C@@H]1[C@@H](C)O)=O)C (allyl (1R,5S,6S)-2-[(3S,5S)-1-allyloxycarbonyl-5-[1-hydroxy-1-(imidazo[5,1-b]thiazol-2-yl)methyl]pyrrolidin-3-yl]thio-6-((1R)-1-hydroxyethyl)-1-methylcarbapen-2-em-3-carboxylate). Conditions: time 5 hour. Product: [I-].O[C@H](C)[C@@H]1[C@@H]2N(C(=C([C@@H]2C)S[C@@H]2CN([C@@H](C2)C(C2=C[N+]=3C(S2)=CN(C3)C)O)C(=O)OCC=C)C(=O)OCC=C)C1=O (allyl(1R,5S,6S)-6-((1R)-1-hydroxyethyl)-2-[(3S,5S)-1-allyloxycarbonyl-5-[1-hydroxy-1-(6-methylimidazo[5,1-b]thiazolium-2-yl)methyl]pyrrolidin-3-yl]thio-1-methylcarbapen-2-em-3-carboxylate iodide). Reaction SMILES: [I:1][CH3:2].[CH2:3]([O:6][C:7]([N:9]1[C@H:13]([CH:14]([OH:23])[C:15]2[S:19][C:18]3=[CH:20][N:21]=[CH:22][N:17]3[CH:16]=2)[CH2:12][C@H:11]([S:24][C:25]2[C@H:26]([CH3:42])[C@@H:27]3[C@@H:37]([C@H:38]([OH:40])[CH3:39])[C:36](=[O:41])[N:28]3[C:29]=2[C:30]([O:32][CH2:33][CH:34]=[CH2:35])=[O:31])[CH2:10]1)=[O:8])[CH:4]=[CH2:5]>>[I-:1].[OH:40][C@@H:38]([C@H:37]1[C:36](=[O:41])[N:28]2[C:29]([C:30]([O:32][CH2:33][CH:34]=[CH2:35])=[O:31])=[C:25]([S:24][C@H:11]3[CH2:12][C@@H:13]([CH:14]([OH:23])[C:15]4[S:19][C:18]5=[CH:20][N:21]([CH3:2])[CH:22]=[N+:17]5[CH:16]=4)[N:9]([C:7]([O:6][CH2:3][CH:4]=[CH2:5])=[O:8])[CH2:10]3)[C@H:26]([CH3:42])[C@H:27]12)[CH3:39] |f:2.3|. Procedure: Iodomethane (0.6 ml) is added to 54.0 mg of allyl (1R,5S,6S)-2-[(3S,5S)-1-allyloxycarbonyl-5-[1-hydroxy-1-(imidazo[5,1-b]thiazol-2-yl)methyl]pyrrolidin-3-yl]thio-6-((1R)-1-hydroxyethyl)-1-methylcarbapen-2-em-3-carboxylate (stereoisomer A) described in Example 16-a), and the mixture is stirred in an argon atmosphere in a light-shielded state at room temperature for 5 hr. The excess reagent is removed by evaporation under reduced pressure to give 68.9 mg of allyl(1R,5S,6S)-6-((1R)-1-hydroxyethyl)-... Yields the product CC(c1ccccc1)C(C)([N+](=O)[O-])[N+](=O)[O-]. Reaction SMILES: [CH2:28]1[O:29][CH2:30][CH2:31][CH2:32]1.[Li:13][CH3:14].[N+:15](=[O:16])([O-:17])[C:18]([N+:19]([O-:20])=[O:21])([N+:22]([O-:23])=[O:24])[N+:25]([O-:26])=[O:27].[N+:1](=[O:2])([O-:3])[C:4](=[CH:5][c:6]1[cH:7][cH:8][cH:9][cH:10][cH:11]1)[CH3:12]>>[N+:1](=[O:2])([O-:3])[C:4]([CH:5]([c:6]1[cH:7][cH:8][cH:9][cH:10][cH:11]1)[CH3:14])([CH3:12])[N+:15](=[O:16])[O-:17]. Reactants: C1CCOC1, [Li]C, O=[N+]([O-])C([N+](=O)[O-])([N+](=O)[O-])[N+](=O)[O-], CC(=Cc1ccccc1)[N+](=O)[O-].